This data is from the Open Reaction Database (ORD), a public repository of structured organic reaction records. The task is: describe an organic reaction: reactants, conditions, products, and yield Starting materials: C(C1=CC=C(C(=O)Cl)C=C1)(=O)Cl (terephthaloylchloride), C(C)(C)(C)O (tert-butyl alcohol), O (water). Run in N1=CC=CC=C1 (pyridine). The product is C(C1=CC=C(C(=O)OC(C)(C)C)C=C1)(=O)OC(C)(C)C (Di-tert-butyl terephthalate). Reaction SMILES: [C:1](Cl)(=[O:11])[C:2]1[CH:10]=[CH:9][C:5]([C:6](Cl)=[O:7])=[CH:4][CH:3]=1.[C:13]([OH:17])([CH3:16])([CH3:15])[CH3:14].[OH2:18]>N1C=CC=CC=1>[C:1]([O:11][C:2]([CH3:10])([CH3:3])[CH3:1])(=[O:18])[C:2]1[CH:10]=[CH:9][C:5]([C:6]([O:17][C:13]([CH3:16])([CH3:15])[CH3:14])=[O:7])=[CH:4][CH:3]=1. Procedure details: To a solution of terephthaloylchloride (2.00 g, 9.85 mmol) in dry pyridine (25.0 mL) was added tert-butyl alcohol (803 mg, 10.8 mmol). After 16 hours at 85° C. water (75.0 mL) was added and the solid filtered. The solid was dissolved in diethyl ether (40 mL) and washed with saturated sodium bicarbonate (2×75 mL). The organic phase was then dried over anhydrous magnesium sulfate and concentrated in vacuo to give 1.15 g (Y: 42%) of the title compound; 1H-NMR (CDCl3): δ8.01 (s, 4H), 1.60 (s, 18H). RXN SMILES: [C:1]([NH2:9])(=[NH:8])[C:2]1[CH:7]=[CH:6][CH:5]=[CH:4][CH:3]=1.[CH:10]([S:18](Cl)(=[O:20])=[O:19])=[CH:11][C:12]1[CH:17]=[CH:16][CH:15]=[CH:14][CH:13]=1>>[CH:10]([S:18]([NH:8][C:1](=[NH:9])[C:2]1[CH:7]=[CH:6][CH:5]=[CH:4][CH:3]=1)(=[O:20])=[O:19])=[CH:11][C:12]1[CH:17]=[CH:16][CH:15]=[CH:14][CH:13]=1. Procedure: Reaction of benzamidine and styrylsulfonyl chloride according to the above procedure provides N-(STYRYLSULFONYL)BENZAMIDINE, m.p. 192.5°-194.5° C. (corr.), crystallized from acetone. Starting materials: C(C1=CC=CC=C1)(=N)N (benzamidine), C(=CC1=CC=CC=C1)S(=O)(=O)Cl (styrylsulfonyl chloride). Product: C(=CC1=CC=CC=C1)S(=O)(=O)NC(C1=CC=CC=C1)=N (N-(STYRYLSULFONYL)BENZAMIDINE).